From a dataset of the Open Reaction Database (ORD), a public repository of structured organic reaction records. describe an organic reaction: reactants, conditions, products, and yield As a reaction SMILES: [Br:1][c:2]1[c:3]([C:4](=[O:5])[OH:6])[cH:7][cH:8][c:9]([F:11])[cH:10]1.[CH2:15]([Li:16])[CH2:17][CH2:18][CH3:19].[CH2:24]1[O:25][CH2:26][CH2:27][CH2:28]1.[CH3:12][Mg:13][Cl:14].[CH3:20][S:21][S:22][CH3:23]>>[c:2]1([S:21][CH3:20])[c:3]([C:4](=[O:5])[OH:6])[cH:7][cH:8][c:9]([F:11])[cH:10]1. The product is CSc1cc(F)ccc1C(=O)O. The reactants are O=C(O)c1ccc(F)cc1Br, [Li]CCCC, C1CCOC1, C[Mg]Cl, CSSC. The reactants are [OH-].[NH4+] (ammonium hydroxide), COC(COC=1C2=C(N=C(N1)C)N(C(=C2)CC)CC2=CC=CC=C2)=O ([[2-methyl-6-ethyl-7-(phenylmethyl)-7H-pyrrolo[2,3-d]pyrimidin-4-yl]oxy]acetic acid methyl ester), C(C(=O)Cl)(=O)Cl (oxalyl chloride), N1=CC=CC=C1 (pyridine). Run in O (water), C(Cl)(Cl)Cl (chloroform). Run at time 18 hour. The product is COC(COC=1C2=C(N=C(N1)C)N(C(=C2C(C(=O)N)=O)CC)CC2=CC=CC=C2)=O ([[2-methyl-5-(aminooxoacetyl)-6-ethyl-7-(phenylmethyl)-7H-pyrrolo[2,3-d]pyrimidin-4-yl]oxy]acetic acid methyl ester). The yield is 86.0%. RXN SMILES: [CH3:1][O:2][C:3](=[O:25])[CH2:4][O:5][C:6]1[C:7]2[CH:15]=[C:14]([CH2:16][CH3:17])[N:13]([CH2:18][C:19]3[CH:24]=[CH:23][CH:22]=[CH:21][CH:20]=3)[C:8]=2[N:9]=[C:10]([CH3:12])[N:11]=1.[C:26](Cl)(=[O:30])[C:27](Cl)=[O:28].[N:32]1C=CC=CC=1.[OH-].[NH4+]>C(Cl)(Cl)Cl.O>[CH3:1][O:2][C:3](=[O:25])[CH2:4][O:5][C:6]1[C:7]2[C:15]([C:26](=[O:30])[C:27]([NH2:32])=[O:28])=[C:14]([CH2:16][CH3:17])[N:13]([CH2:18][C:19]3[CH:20]=[CH:21][CH:22]=[CH:23][CH:24]=3)[C:8]=2[N:9]=[C:10]([CH3:12])[N:11]=1 |f:3.4|. Procedure details: To a solution of 715 mg (2.10 mmol) of [[2-methyl-6-ethyl-7-(phenylmethyl)-7H-pyrrolo[2,3-d]pyrimidin-4-yl]oxy]acetic acid methyl ester in 15 mL of chloroform was added 0.55 mL of oxalyl chloride followed by 0.25 mL of pyridine. The reaction was stirred for 18 hours at ambient temperature then poured into a solution prepared from 1.7 mL of concentrated ammonium hydroxide and 5.8 mL of water. The reaction was partitioned by the addition of 15 mL of methylene chloride and a small amount of solid r... Starting materials: Brc1ccccc1NC1CCNCC1, CCN=C=NCCCN(C)C, CCN(C(C)C)C(C)C, Cl, Cl, Cl, CN(C)C=O, O, On1nnc2ccccc21, O=C(O)CNC(=O)c1cc(-c2ccccc2)[nH]n1. Yields the product O=C(NCC(=O)N1CCC(Nc2ccccc2Br)CC1)c1cc(-c2ccccc2)[nH]n1. Reaction SMILES: [Br:52][c:53]1[c:54]([NH:59][CH:60]2[CH2:61][CH2:62][NH:63][CH2:64][CH2:65]2)[cH:55][cH:56][cH:57][cH:58]1.[CH3:38][CH2:39][N:40]=[C:41]=[N:42][CH2:43][CH2:44][CH2:45][N:46]([CH3:47])[CH3:48].[CH:19]([N:20]([CH2:21][CH3:22])[CH:23]([CH3:24])[CH3:25])([CH3:26])[CH3:27].[ClH:49].[ClH:50].[ClH:51].[O:66]=[CH:67][N:68]([CH3:69])[CH3:70].[OH2:71].[OH:28][n:29]1[c:30]2[c:31]([cH:32][cH:33][cH:34][cH:35]2)[n:36][n:37]1.[c:1]1(-[c:7]2[cH:8][c:9]([C:12](=[O:13])[NH:14][CH2:15][C:16](=[O:17])[OH:18])[n:10][nH:11]2)[cH:2][cH:3][cH:4][cH:5][cH:6]1>>[c:1]1(-[c:7]2[cH:8][c:9]([C:12](=[O:13])[NH:14][CH2:15][C:16](=[O:18])[N:63]3[CH2:62][CH2:61][CH:60]([NH:59][c:54]4[c:53]([Br:52])[cH:58][cH:57][cH:56][cH:55]4)[CH2:65][CH2:64]3)[n:10][nH:11]2)[cH:2][cH:3][cH:4][cH:5][cH:6]1. Starting materials: c1(ccccc1)CC[Zn]Br, [C-]#[N+]C(C)(C)C, c1c(ccc(n1)C(C)(C)C)Br. The reagents and catalysts are c1ccc(cc1)-c2c3ccccc3cc4ccccc24 (9-Phenylanthracene), [Li+].C[Si](C)(C)[N-][Si](C)(C)C (LiHMDS), [Pd].C(P(C(C)(C)C)C(C)(C)C)(C)(C)C.C(P(C(C)(C)C)C(C)(C)C)(C)(C)C (Pd(P(tBu)3)2). Solvent: CC1=CC=CC=C1 (Toluene). Run at temperature 100 celsius, time 18 hour. The product is CC(C)(C)c1ccc(cn1)C(=O)C(=O)CCc2ccccc2. As a reaction SMILES: [CH3:1][C:2]([c:5]1[n:10][cH:9][c:8](Br)[cH:7][cH:6]1)([CH3:4])[CH3:3].Br[Zn][CH2:11][CH2:12][c:13]1[cH:18][cH:17][cH:16][cH:15][cH:14]1.[CH3:19][C:20]([N+]#[C-])(C)C>>[CH3:1][C:2]([c:5]1[n:10][cH:9][c:8]([C:19]([C:20]([CH2:11][CH2:12][c:13]2[cH:18][cH:17][cH:16][cH:15][cH:14]2)=O)=O)[cH:7][cH:6]1)([CH3:4])[CH3:3]. Reactants: C(C)(C)(C)OC(=O)[C@@H]1N(CCC1)CCCN(C1=C(C=CC=C1)F)C(C1=CC(=CC(=C1)Cl)OCCN(C1=CC=NC=C1)C(=O)OC(C)(C)C)=O ((R)-1-{3-[{3-[2-(tert-butoxycarbonyl-pyridin-4-yl-amino)-ethoxy]-5-chloro-benzoyl}-(2-fluoro-phenyl)-amino]-propyl}-pyrrolidine-2-carboxylic acid tert-butyl ester), C(C)(C)(C)OC(=O)[C@@H]1N(CCC1)CCCNC1=C(C=CC=C1)F ((R)-1-[3-(2-fluoro-phenylamino)-propyl]-pyrrolidine-2-carboxylic acid tert butyl ester), FC(C(=O)O)(F)F (trifluoroacetic acid). Product: FC(C(=O)O)(F)F.ClC=1C=C(C(=O)N(CCCN2[C@H](CCC2)C(=O)O)C2=C(C=CC=C2)F)C=C(C1)OCCNC1=CC=NC=C1 ((R)-1-{3-[{3-Chloro-5-[2-(pyridin-4-ylamino)-ethoxy]-benzoyl}-(2-fluoro-phenyl)-amino]-propyl}-pyrrolidine-2-carboxylic acid trifluoroacetate). As a reaction SMILES: C([O:5][C:6]([C@H:8]1[CH2:12][CH2:11][CH2:10][N:9]1[CH2:13][CH2:14][CH2:15][N:16]([C:24](=[O:49])[C:25]1[CH:30]=[C:29]([Cl:31])[CH:28]=[C:27]([O:32][CH2:33][CH2:34][N:35](C(OC(C)(C)C)=O)[C:36]2[CH:41]=[CH:40][N:39]=[CH:38][CH:37]=2)[CH:26]=1)[C:17]1[CH:22]=[CH:21][CH:20]=[CH:19][C:18]=1[F:23])=[O:7])(C)(C)C.C(OC([C@H]1CCCN1CCCNC1C=CC=CC=1F)=O)(C)(C)C.[F:73][C:74]([F:79])([F:78])[C:75]([OH:77])=[O:76]>>[F:73][C:74]([F:79])([F:78])[C:75]([OH:77])=[O:76].[Cl:31][C:29]1[CH:30]=[C:25]([CH:26]=[C:27]([O:32][CH2:33][CH2:34][NH:35][C:36]2[CH:37]=[CH:38][N:39]=[CH:40][CH:41]=2)[CH:28]=1)[C:24]([N:16]([C:17]1[CH:22]=[CH:21][CH:20]=[CH:19][C:18]=1[F:23])[CH2:15][CH2:14][CH2:13][N:9]1[CH2:10][CH2:11][CH2:12][C@@H:8]1[C:6]([OH:7])=[O:5])=[O:49] |f:3.4|. Reported procedure: A solution of (R)-1-{3-[{3-[2-(tert-butoxycarbonyl-pyridin-4-yl-amino)-ethoxy]-5-chloro-benzoyl}-(2-fluoro-phenyl)-amino]-propyl}-pyrrolidine-2-carboxylic acid tert-butyl ester and (R)-1-[3-(2-fluoro-phenylamino)-propyl]-pyrrolidine-2-carboxylic acid tert butyl ester (0.110 g) in trifluoroacetic acid (5 ml) for 18 h and then the solvent removed under reduced pressure. The residue was subjected to preparative hplc to give the title compound (0.027 g) as a colourless gum by concentration of the re... Starting materials: CN(C=O)C (N,N-dimethylformamide), [N+](=O)([O-])C=1N=C(N(C1)C[C@@](CN1CCN(CC1)C(=O)OCC=CC1=CC=C(C=C1)C(F)(F)F)(C)O)SC1=CC=C(C=C1)[N+](=O)[O-] (3-(4-trifluoromethylphenyl)-2-propenyl(S)-4-{3-[4-nitro-2-(4-nitrophenylthio)imidazol-1-yl]-2-hydroxy-2-methylpropyl}piperazin-1-carboxylate), CC(C)([O-])C.[Na+] (sodium tert-butoxide), O (water). Run in ClCCl.C(C)(=O)OCC.CO (dichloromethane ethyl acetate methanol), C(C)(=O)OCC (ethyl acetate). Run at time 20 minute. The product is C[C@@]1(CN2C(O1)=NC(=C2)[N+](=O)[O-])CN2CCN(CC2)C(=O)OCC=CC2=CC=C(C=C2)C(F)(F)F (3-(4-trifluoromethylphenyl)-2-propenyl(S)-4-(2-methyl-6-nitro-2,3-dihydroimidazo-[2,1-b]oxazol-2-ylmethyl)piperazin-1-carboxylate). Yield: 52.5%. Reaction SMILES: CN(C)C=O.[N+:6]([C:9]1[N:10]=[C:11](SC2C=CC([N+]([O-])=O)=CC=2)[N:12]([CH2:14][C@:15]([OH:40])([CH3:39])[CH2:16][N:17]2[CH2:22][CH2:21][N:20]([C:23]([O:25][CH2:26][CH:27]=[CH:28][C:29]3[CH:34]=[CH:33][C:32]([C:35]([F:38])([F:37])[F:36])=[CH:31][CH:30]=3)=[O:24])[CH2:19][CH2:18]2)[CH:13]=1)([O-:8])=[O:7].CC(C)([O-])C.[Na+].O>ClCCl.C(OCC)(=O)C.CO.C(OCC)(=O)C>[CH3:39][C@@:15]1([CH2:16][N:17]2[CH2:18][CH2:19][N:20]([C:23]([O:25][CH2:26][CH:27]=[CH:28][C:29]3[CH:34]=[CH:33][C:32]([C:35]([F:36])([F:38])[F:37])=[CH:31][CH:30]=3)=[O:24])[CH2:21][CH2:22]2)[O:40][C:11]2=[N:10][C:9]([N+:6]([O-:8])=[O:7])=[CH:13][N:12]2[CH2:14]1 |f:2.3,5.6.7|. Procedure details: To N,N-dimethylformamide (1 ml) solution of 3-(4-trifluoromethylphenyl)-2-propenyl(S)-4-{3-[4-nitro-2-(4-nitrophenylthio)imidazol-1-yl]-2-hydroxy-2-methylpropyl}piperazin-1-carboxylate (100 mg) was added sodium tert-butoxide (19 mg) at 0° C., and stirred at the same temperature for 20 minutes. To the reaction mixture was added water and ethyl acetate, the organic layer was taken by separation. The ethyl acetate layer was washed with an aqueous solution of 5% potassium carbonate, water, and an aq...